From a dataset of the Open Reaction Database (ORD), a public repository of structured organic reaction records. describe an organic reaction: reactants, conditions, products, and yield The reactants are C([O-])([O-])=O.[K+].[K+] (potassium carbonate), HCl ice, COCC(CC(=O)OC)=O (methyl 4-methoxyacetoacetate), ClC(C(C)=O)C (3-chloro-2-butanone). The reagents and catalysts are [Cl-].C(C1=CC=CC=C1)[N+](CC)(CC)CC (benzyltriethylammonium chloride). The solvent is C(C)#N (acetonitrile). The product is COCC(C(C(=O)OC)C(C(=O)C)C)=O (methyl 4-methoxy-2-[1-methylacetonyl]-acetoacetate). Yield: 30.8%. RXN SMILES: C(=O)([O-])[O-].[K+].[K+].[CH3:7][O:8][CH2:9][C:10](=[O:16])[CH2:11][C:12]([O:14][CH3:15])=[O:13].Cl[CH:18]([CH3:22])[C:19](=[O:21])[CH3:20]>[Cl-].C([N+](CC)(CC)CC)C1C=CC=CC=1.C(#N)C>[CH3:7][O:8][CH2:9][C:10](=[O:16])[CH:11]([CH:18]([CH3:22])[C:19]([CH3:20])=[O:21])[C:12]([O:14][CH3:15])=[O:13] |f:0.1.2,5.6|. Procedure: 16.58 g (120 mmol) of potassium carbonate and 0.46 g (2 mmol) of benzyltriethylammonium chloride are suspended in 50 ml of acetonitrile. While stirring there are added thereto 14.60 g (100 mmol) of methyl 4-methoxyacetoacetate and there are added dropwise thereto within 10 minutes 15.97 g (150 mmol) of 3-chloro-2-butanone. The mixture is stirred at 20°-25° C. for a further 65 hours. The reaction mixture is poured on to 70 ml of 4N HCl/ice (pH value=1) and extracted 3 times with 100 ml of ethyl a... Reactants: Clc1ccc2c(Cl)nc(-c3ccc(Br)cc3)nc2c1, C1CCOC1, Nc1ccccc1. The product is Clc1ccc2c(Nc3ccccc3)nc(-c3ccc(Br)cc3)nc2c1. As a reaction SMILES: [Br:1][c:2]1[cH:3][cH:4][c:5](-[c:8]2[n:9][c:10]3[cH:11][c:12]([Cl:19])[cH:13][cH:14][c:15]3[c:16]([Cl:18])[n:17]2)[cH:6][cH:7]1.[CH2:27]1[O:28][CH2:29][CH2:30][CH2:31]1.[NH2:20][c:21]1[cH:22][cH:23][cH:24][cH:25][cH:26]1>>[Br:1][c:2]1[cH:3][cH:4][c:5](-[c:8]2[n:9][c:10]3[cH:11][c:12]([Cl:19])[cH:13][cH:14][c:15]3[c:16]([NH:20][c:21]3[cH:22][cH:23][cH:24][cH:25][cH:26]3)[n:17]2)[cH:6][cH:7]1.